Task: describe an organic reaction: reactants, conditions, products, and yield. Dataset: the Open Reaction Database (ORD), a public repository of structured organic reaction records The reactants are COc1cc2c(N3CCC(n4c(=O)c5cc(C)ccc5n(C)c4=O)CC3)ncnc2cc1OCc1ccccc1, CCO. Yields the product COc1cc2c(N3CCC(n4c(=O)c5cc(C)ccc5n(C)c4=O)CC3)ncnc2cc1O. As a reaction SMILES: [CH2:1]([c:2]1[cH:3][cH:4][cH:5][cH:6][cH:7]1)[O:8][c:9]1[c:10]([O:39][CH3:40])[cH:11][c:12]2[c:13]([N:19]3[CH2:20][CH2:21][CH:22]([n:25]4[c:26](=[O:38])[n:27]([CH3:37])[c:28]5[cH:29][cH:30][c:31]([CH3:36])[cH:32][c:33]5[c:34]4=[O:35])[CH2:23][CH2:24]3)[n:14][cH:15][n:16][c:17]2[cH:18]1.[CH3:41][CH2:42][OH:43]>>[OH:8][c:9]1[c:10]([O:39][CH3:40])[cH:11][c:12]2[c:13]([N:19]3[CH2:20][CH2:21][CH:22]([n:25]4[c:26](=[O:38])[n:27]([CH3:37])[c:28]5[cH:29][cH:30][c:31]([CH3:36])[cH:32][c:33]5[c:34]4=[O:35])[CH2:23][CH2:24]3)[n:14][cH:15][n:16][c:17]2[cH:18]1. The reactants are COC(C(C(C)C)NS(=O)(=O)C1=CC=C(C=C1)OCC#CC)=O (2-(4but-2-ynyloxy-benzenesulfonylamino)-3-methyl-butyric acid methyl ester), BrCCCCl (1-bromo-3-chloropropane). Yields the product COC(C(C(C)C)N(CCCCl)S(=O)(=O)C1=CC=C(C=C1)OCC#CC)=O (methyl2-[{[4-(2-butynyloxy)penyl]sulfonyl}(3-chloropropyl)amino]-3-methylbutanoate). The yield is 75.0%. Reaction SMILES: [CH3:1][O:2][C:3](=[O:23])[CH:4]([NH:8][S:9]([C:12]1[CH:17]=[CH:16][C:15]([O:18][CH2:19][C:20]#[C:21][CH3:22])=[CH:14][CH:13]=1)(=[O:11])=[O:10])[CH:5]([CH3:7])[CH3:6].Br[CH2:25][CH2:26][CH2:27][Cl:28]>>[CH3:1][O:2][C:3](=[O:23])[CH:4]([N:8]([S:9]([C:12]1[CH:13]=[CH:14][C:15]([O:18][CH2:19][C:20]#[C:21][CH3:22])=[CH:16][CH:17]=1)(=[O:11])=[O:10])[CH2:25][CH2:26][CH2:27][Cl:28])[CH:5]([CH3:7])[CH3:6]. Reported procedure: According to the procedure of Example 5, 1.00 g (2.95 mmol) 2-(4but-2-ynyloxy-benzenesulfonylamino)-3-methyl-butyric acid methyl ester and 0.88 mL (8.849 mmol) of 1-bromo-3-chloropropane provided 0.92 g of methyl2-[{[4-(2-butynyloxy)penyl]sulfonyl}(3-chloropropyl)amino]-3-methylbutanoate as a white solid. Electrospray Mass Spec 416.2 (M+H)+